From a dataset of the Open Reaction Database (ORD), a public repository of structured organic reaction records. describe an organic reaction: reactants, conditions, products, and yield Reactants: CCOC(=O)OCC, CCCCCCC(C)=O, [H-], [Na+], C1COCCO1. Product: CCCCCCC(=O)C(=O)OCC. RXN SMILES: [C:10]([O:11][CH2:12][CH3:13])([O:14][CH2:15][CH3:16])=[O:17].[CH2:1]([CH2:2][CH2:3][CH2:4][CH2:5][CH3:6])[C:7](=[O:8])[CH3:9].[H-:18].[Na+:19].[O:20]1[CH2:21][CH2:22][O:23][CH2:24][CH2:25]1>>[CH2:1]([CH2:2][CH2:3][CH2:4][CH2:5][CH3:6])[C:7](=[O:8])[C:10]([O:14][CH2:15][CH3:16])=[O:17].